This data is from the Open Reaction Database (ORD), a public repository of structured organic reaction records. The task is: describe an organic reaction: reactants, conditions, products, and yield Starting materials: O=C(O)COCC1CCCCN1S(=O)(=O)c1cccc(Br)c1, c1cc(N2CCNCC2)ccn1. Product: O=C(COCC1CCCCN1S(=O)(=O)c1cccc(Br)c1)N1CCN(c2ccncc2)CC1. Reaction SMILES: [Br:1][c:2]1[cH:3][c:4]([S:8](=[O:9])(=[O:10])[N:11]2[CH:12]([CH2:17][O:18][CH2:19][C:20](=[O:21])[OH:22])[CH2:13][CH2:14][CH2:15][CH2:16]2)[cH:5][cH:6][cH:7]1.[n:23]1[cH:24][cH:25][c:26]([N:29]2[CH2:30][CH2:31][NH:32][CH2:33][CH2:34]2)[cH:27][cH:28]1>>[Br:1][c:2]1[cH:3][c:4]([S:8](=[O:9])(=[O:10])[N:11]2[CH:12]([CH2:17][O:18][CH2:19][C:20](=[O:22])[N:32]3[CH2:31][CH2:30][N:29]([c:26]4[cH:25][cH:24][n:23][cH:28][cH:27]4)[CH2:34][CH2:33]3)[CH2:13][CH2:14][CH2:15][CH2:16]2)[cH:5][cH:6][cH:7]1. Reactants: CCOC(C)=O, Nc1nnc(C2CC2)s1, O=C(Cl)Cl. Product: O=C=Nc1nnc(C2CC2)s1. Reaction SMILES: [CH3:14][CH2:15][O:16][C:17](=[O:18])[CH3:19].[CH:5]1([c:8]2[n:9][n:10][c:11]([NH2:13])[s:12]2)[CH2:6][CH2:7]1.[Cl:1][C:2]([Cl:3])=[O:4]>>[C:2](=[O:4])=[N:13][c:11]1[n:10][n:9][c:8]([CH:5]2[CH2:6][CH2:7]2)[s:12]1. Solvent: C(C)(=O)O (acetic acid). As a reaction SMILES: [CH:1]1[C:14]2[C:13](=[O:15])[C:12]3[C:7](=[CH:8][CH:9]=[CH:10][CH:11]=3)[C:6](=O)[C:5]=2[CH:4]=[CH:3][CH:2]=1.[CH:17]([CH:19]=[CH2:20])=O.S(=O)(=O)(O)O.N1CCCCC1>[Cl-].[Al+3].[Cl-].[Cl-].C(O)(=O)C>[C:13]([C:12]1[C:7]2[C:8](=[CH:17][CH:19]=[CH:20][CH:6]=2)[CH:9]=[CH:10][CH:11]=1)(=[O:15])[C:14]1[CH:1]=[CH:2][CH:3]=[CH:4][CH:5]=1 |f:4.5.6.7|. Product: (3) Benzanthrone, C(C1=CC=CC=C1)(=O)C1=CC=CC2=CC=CC=C12 (α-benzoylnaphthalene). Reagents/catalysts: [Cl-].[Al+3].[Cl-].[Cl-] (aluminum chloride). Reactants: S(O)(O)(=O)=O (sulfuric acid), C1=CC=CC=2C(C3=CC=CC=C3C(C12)=O)=O (anthraquinone), C(=O)C=C (acrolein), N1CCCCC1 (piperidine). Procedure details: It has been known to produce benzanthrone by the following processes. (1) Anthraquinone is dissolved into sulfuric acid and a mixture of metallic powder and glycerin is added to the solution to reduce anthraquinone and simultaneously, the reaction product is further reacted with the compound resulted by dehydration of glycerin in an addition-reaction (B10S 987 and F1AT 1313). (2) Benzanthrone is produced by reacting an anthrahydroquinone ester such as acetate and sulfate which is obtained by red... Reactants: BrC1=CC=CC=C1 (bromobenzene), NC1=CC=CC=C1 (aniline), Pd(dba)2 Ph5FcP(t-Bu)2. Reaction conditions: time 4 hour. Yields the product C1(=CC=CC=C1)NC1=CC=CC=C1 (Diphenylamine). Yield: 98.1%. As a reaction SMILES: Br[C:2]1[CH:7]=[CH:6][CH:5]=[CH:4][CH:3]=1.[NH2:8][C:9]1[CH:14]=[CH:13][CH:12]=[CH:11][CH:10]=1>>[C:2]1([NH:8][C:9]2[CH:14]=[CH:13][CH:12]=[CH:11][CH:10]=2)[CH:7]=[CH:6][CH:5]=[CH:4][CH:3]=1. Procedure: According to general procedure B, chlorobenzene (57 mg, 0.50 mmol) reacted with aniline (48 mg, 0.50 mmol) using 1 mol % of Pd(dba)2, 2 mol % of Ph5FcP(t-Bu)2, and sodium tert-butoxide (59 mg, 0.60 mmol) in toluene at 70° C. to give the title compound (73 mg, 86%) as a white solid. The coupling reaction of bromobenzene (158 mg, 1.00 mmol) with aniline (93 mg, 1.00mmol) occurred at room temperature over 4 h using 1 mol % of Pd(dba)2/Ph5FcP(t-Bu)2 to give the title compound (166 mg, 98%): 1H-NMR (... The reactants are N1=C(C=CC=C1)NS(=O)(=O)N (pyridine-2-sulfamic acid amide), ClC1=NC(=NC(=C1OC1=C(C=CC=C1)OC)Cl)C1=CC=NC=C1 (4,6-dichloro-5-(o-methoxyphenoxy)-2-(4-pyridyl)-pyrimidine). Yields the product ClC1=C(C(=NC(=N1)C1=CC=NC=C1)NS(NC1=NC=CC=C1)(=O)=O)OC1=C(C=CC=C1)OC (pyridine-2-sulfamic acid-[6-chloro-5-(o-methoxyphenoxy)-2-(4-pyridyl)-4-pyrimidinyl]-amide). Isolated yield 71.8%. As a reaction SMILES: [N:1]1[CH:6]=[CH:5][CH:4]=[CH:3][C:2]=1[NH:7][S:8]([NH2:11])(=[O:10])=[O:9].[Cl:12][C:13]1[C:18]([O:19][C:20]2[CH:25]=[CH:24][CH:23]=[CH:22][C:21]=2[O:26][CH3:27])=[C:17](Cl)[N:16]=[C:15]([C:29]2[CH:34]=[CH:33][N:32]=[CH:31][CH:30]=2)[N:14]=1>>[Cl:12][C:13]1[N:14]=[C:15]([C:29]2[CH:34]=[CH:33][N:32]=[CH:31][CH:30]=2)[N:16]=[C:17]([NH:11][S:8](=[O:10])(=[O:9])[NH:7][C:2]2[CH:3]=[CH:4][CH:5]=[CH:6][N:1]=2)[C:18]=1[O:19][C:20]1[CH:25]=[CH:24][CH:23]=[CH:22][C:21]=1[O:26][CH3:27]. Procedure: According to the procedure described in referential Example 1e), pyridine-2-sulfamic acid amide (60 mg, Referential Example 21) was reacted with 4,6-dichloro-5-(o-methoxyphenoxy)-2-(4-pyridyl)-pyrimidine (100 mg, Referential Example 1d)) to give pyridine-2-sulfamic acid-[6-chloro-5-(o-methoxyphenoxy)-2-(4-pyridyl)-4-pyrimidinyl]-amide (100 mg). tR=3.83 min (LC); [M−H]+=483.33 (ES−);